This data is from the Open Reaction Database (ORD), a public repository of structured organic reaction records. The task is: describe an organic reaction: reactants, conditions, products, and yield Starting materials: BrC=1SC=C(N1)C(C)(C)C (2-bromo-4-(1,1-dimethylethyl)thiazole), CC=1C=C(C(=O)OC)C=CC1B1OC(C(O1)(C)C)(C)C (methyl 3-methyl-4-(4,4,5,5-tetramethyl-1,3,2-dioxaborolan-2-yl)benzoate), C([O-])([O-])=O.[K+].[K+] (potassium carbonate). The solvent is O1CCOCC1 (1,4-dioxane), O (water). Yields the product C(C)(C)(C)C=1N=C(SC1)C1=C(C=C(C(=O)OC)C=C1)C (methyl 4-(4-tert-butylthiazol-2-yl)-3-methylbenzoate). Isolated yield 92.4%. Reaction SMILES: Br[C:2]1[S:3][CH:4]=[C:5]([C:7]([CH3:10])([CH3:9])[CH3:8])[N:6]=1.[CH3:11][C:12]1[CH:13]=[C:14]([CH:19]=[CH:20][C:21]=1B1OC(C)(C)C(C)(C)O1)[C:15]([O:17][CH3:18])=[O:16].C(=O)([O-])[O-].[K+].[K+]>O1CCOCC1.O>[C:7]([C:5]1[N:6]=[C:2]([C:21]2[CH:20]=[CH:19][C:14]([C:15]([O:17][CH3:18])=[O:16])=[CH:13][C:12]=2[CH3:11])[S:3][CH:4]=1)([CH3:10])([CH3:9])[CH3:8] |f:2.3.4|. Procedure: To a suspension of 2-bromo-4-(1,1-dimethylethyl)thiazole (6 g, 27.3 mmol), methyl 3-methyl-4-(4,4,5,5-tetramethyl-1,3,2-dioxaborolan-2-yl)benzoate (9.78 g, 35.4 mmol), and potassium carbonate (11.30 g, 82 mmol) in 1,4-dioxane (20 mL) and water (5 mL), was added 1,1′-bis(diphenylphosphino)ferrocene-palladium(II)dichloride dichloromethane complex (1.113 g, 1.363 mmol). It was degassed and refilled with nitrogen, and was heated to reflux for 1 hour to see complete conversion of the 2-bromothiazole,... Reactants: ClC1=C(C=CC=C1C=1N=C(SC1C1=NC(=NC=C1)Cl)C(C)(C)C)NS(=O)(=O)C=1OC=CC1 (N-{2-chloro-3-[5-(2-chloro-4-pyrimidinyl)-2-(1,1-dimethylethyl)-1,3-thiazol-4-yl]phenyl}-2-furansulfonamide), C(=O)[O-].[NH4+] (ammonium formate). The product is ClC1=C(C=CC=C1C=1N=C(SC1C1=NC=NC=C1)C(C)(C)C)NS(=O)(=O)C=1OC=CC1 (N-{2-chloro-3-[2-(1,1-dimethylethyl)-5-(4-pyrimidinyl)-1,3-thiazol-4-yl]phenyl}-2-furansulfonamide), solid. The yield is 34.0%. RXN SMILES: [Cl:1][C:2]1[C:7]([C:8]2[N:9]=[C:10]([C:20]([CH3:23])([CH3:22])[CH3:21])[S:11][C:12]=2[C:13]2[CH:18]=[CH:17][N:16]=[C:15](Cl)[N:14]=2)=[CH:6][CH:5]=[CH:4][C:3]=1[NH:24][S:25]([C:28]1[O:29][CH:30]=[CH:31][CH:32]=1)(=[O:27])=[O:26].C([O-])=O.[NH4+]>>[Cl:1][C:2]1[C:7]([C:8]2[N:9]=[C:10]([C:20]([CH3:22])([CH3:23])[CH3:21])[S:11][C:12]=2[C:13]2[CH:18]=[CH:17][N:16]=[CH:15][N:14]=2)=[CH:6][CH:5]=[CH:4][C:3]=1[NH:24][S:25]([C:28]1[O:29][CH:30]=[CH:31][CH:32]=1)(=[O:27])=[O:26] |f:1.2|. Procedure: Following a procedure analogous to the procedure described in Example 26 using N-{2-chloro-3-[5-(2-chloro-4-pyrimidinyl)-2-(1,1-dimethylethyl)-1,3-thiazol-4-yl]phenyl}-2-furansulfonamide (75 mg, 0.147 mmol) and ammonium formate (93 mg, 1.47 mmol), the title compound was obtained as a yellow solid (23 mg, 34% yield). MS (ESI): 475 [M+H]+. The reactants are C(C)(C)[N-]C(C)C.[Li+] (lithium diisopropylamide), ICC (Iodoethane), O1CCC(CC1)=O (tetrahydropyran-4 one), CN(P(=O)(N(C)C)N(C)C)C (hexamethylphosphoramide). Run in C(C)(=O)OCC (ethyl acetate), O1CCCC1 (tetrahydrofuran), petroleum ether. Conditions: temperature -78 celsius, time 0.5 hour. Product: C(C)C1COCCC1=O (3-ethyldihydro-2H-pyran-4(3H)-one). Yield: 39.0%. As a reaction SMILES: [O:1]1[CH2:6][CH2:5][C:4](=[O:7])[CH2:3][CH2:2]1.CN(C)P(N(C)C)(N(C)C)=O.[CH:19]([N-]C(C)C)(C)[CH3:20].[Li+].ICC>O1CCCC1.C(OCC)(=O)C>[CH2:19]([CH:3]1[C:4](=[O:7])[CH2:5][CH2:6][O:1][CH2:2]1)[CH3:20] |f:2.3|. Procedure: To a mixture of tetrahydropyran-4 one (5 g, 0.05 mol) and hexamethylphosphoramide (9 mL) in tetrahydrofuran (100 mL) was added lithium diisopropylamide (34.7 mL, 0.062 mol) dropwise at −78° C. under N2. After the addition the mixture was stirred for 0.5 h at −78° C. Iodoethane (7.78 g, 0.199 mol) was added to the mixture dropwise. The ddresulting mixture was stirred for 12 hours at room temperature. TLC (petroleum ether:ethyl acetate=4:1) indicated the reaction was not complete, the mixture was ... The reactants are FC(OC=1C=C(C=CC1)[C@H]1C=CC(N1)=O)(F)F (5(R)-(3-trifluoromethoxy-phenyl)-1,5-dihydro-pyrrol-2-one), CC(C)(C1=NC(=CC=C1)C(F)(F)F)NC=1C(N([C@H](C1)C1=CC(=CC=C1)OC(F)(F)F)C1=CC=C(C=C1)OC(F)(F)F)=O ((R)-3-[1-methyl-1-(6-trifluoromethyl-pyridin-2-yl)-ethylamino]-1-(4-trifluoromethoxy-phenyl)-5-(3-trifluoromethoxy-phenyl)-1,5-dihydro-pyrrol-2-one), FC(C(=O)O)(F)F (trifluoroacetic acid), 5-(R)-1-(4-trifluoromethoxy-phenyl)-5-(3-trifluoromethoxy-phenyl)-pyrrolidine-2,3-dione, CC(C)(C1=NC(=CC=C1)C(F)(F)F)N (1-methyl-1-(6-trifluoromethyl-pyridin-2-yl)-ethylamine), C(#N)[BH3-].[Na+] (sodium cyanoborohydride), CC(C)(C1=NC(=CC=C1)C(F)(F)F)N[C@H]1C(N([C@H](C1)C1=CC=CC=C1)C1=CC=C(C=C1)OC(F)(F)F)=O ((3R,5R)-3-[1-Methyl-1-(6-trifluoromethyl-pyridin-2-yl)-ethylamino]-5-phenyl-1-(4-trifluoromethoxy-phenyl)-pyrrolidin-2-one), CC(C)(C1=NC(=CC=C1)C(F)(F)F)NC=1C(N([C@H](C1)C1=CC(=CC=C1)OC(F)(F)F)C1=CC=C(C=C1)OC(F)(F)F)=O ((R)-3-[1-methyl-1-(6-trifluoromethyl-pyridin-2-yl)-ethylamino]-1-(4-trifluoromethoxy-phenyl)-5-(3-trifluoromethoxy-phenyl)-1,5-dihydro-pyrrol-2-one). The solvent is C1(=CC=CC=C1)C (toluene), O (water), CC(=O)O (HOAc), C1(=CC=CC=C1)C (toluene), CC(=O)O (HOAc). Conditions: time 60 minute. The product is CC(C)(C1=NC(=CC=C1)C(F)(F)F)N[C@H]1C(N([C@H](C1)C1=CC(=CC=C1)OC(F)(F)F)C1=CC=C(C=C1)OC(F)(F)F)=O ((3R,5R)-3-[1-methyl-1-(6-trifluoromethyl-pyridin-2-yl)-ethylamino]-5-(3-trifluoromethoxy-phenyl)-1-(4-trifluoromethoxy-phenyl)-pyrrolidin-2-one). Isolated yield 26.0%. As a reaction SMILES: FC(F)(F)C(O)=O.FC(F)(F)OC1C=C([C@@H]2NC(=O)C=C2)C=CC=1.CC(N[C@@H]1C[C@H](C2C=CC=CC=2)N(C2C=CC(OC(F)(F)F)=CC=2)C1=O)(C1C=CC=C(C(F)(F)F)N=1)C.CC(N)(C1C=CC=C(C(F)(F)F)N=1)C.[CH3:76][C:77]([NH:89][C:90]1[C:91](=[O:117])[N:92]([C:106]2[CH:111]=[CH:110][C:109]([O:112][C:113]([F:116])([F:115])[F:114])=[CH:108][CH:107]=2)[C@@H:93]([C:95]2[CH:100]=[CH:99][CH:98]=[C:97]([O:101][C:102]([F:105])([F:104])[F:103])[CH:96]=2)[CH:94]=1)([C:79]1[CH:84]=[CH:83][CH:82]=[C:81]([C:85]([F:88])([F:87])[F:86])[N:80]=1)[CH3:78].C([BH3-])#N.[Na+]>C1(C)C=CC=CC=1.O.CC(O)=O>[CH3:78][C:77]([NH:89][C@@H:90]1[CH2:94][C@H:93]([C:95]2[CH:100]=[CH:99][CH:98]=[C:97]([O:101][C:102]([F:103])([F:104])[F:105])[CH:96]=2)[N:92]([C:106]2[CH:107]=[CH:108][C:109]([O:112][C:113]([F:114])([F:116])[F:115])=[CH:110][CH:111]=2)[C:91]1=[O:117])([C:79]1[CH:84]=[CH:83][CH:82]=[C:81]([C:85]([F:86])([F:87])[F:88])[N:80]=1)[CH3:76] |f:5.6|. Procedure: Add trifluoroacetic acid (1.88 mL, 24.9 mmol) to a biphasic mixture of 1-(4-trifluoromethoxy-phenyl)-3-(R)-1-phenyl-ethylamino)-5(R)-(3-trifluoromethoxy-phenyl)-1,5-dihydro-pyrrol-2-one (2.60 g, 4.98 mmol) in toluene (13 mL) and water (5 mL). Stir at ambient temperature for 60 min. Observe significant formation of 5-(R)-1-(4-trifluoromethoxy-phenyl)-5-(3-trifluoromethoxy-phenyl)-pyrrolidine-2,3-dione (LC-MS ESI m/z: 420 (M+H)+, Tr=4.19 min., method 1). Wash the reaction mixture with water and pH... Starting materials: Cc1cc(N)cc([N+](=O)[O-])c1Br, CCOC(=O)CCCCCN=C=O, CCOC(C)=O, ClCCl. The product is CCOC(=O)CCCCCNC(=O)Nc1cc(C)c(Br)c([N+](=O)[O-])c1. Reaction SMILES: [Br:14][c:15]1[c:16]([CH3:25])[cH:17][c:18]([NH2:24])[cH:19][c:20]1[N+:21](=[O:22])[O-:23].[CH2:1]([CH3:2])[O:3][C:4]([CH2:5][CH2:6][CH2:7][CH2:8][CH2:9][N:10]=[C:11]=[O:12])=[O:13].[CH3:29][CH2:30][O:31][C:32]([CH3:33])=[O:34].[Cl:26][CH2:27][Cl:28]>>[CH2:1]([CH3:2])[O:3][C:4]([CH2:5][CH2:6][CH2:7][CH2:8][CH2:9][NH:10][C:11](=[O:12])[NH:24][c:18]1[cH:17][c:16]([CH3:25])[c:15]([Br:14])[c:20]([N+:21](=[O:22])[O-:23])[cH:19]1)=[O:13]. Procedure details: Firstly, the precursor compound (2,2,4,4-tetramethyl-1,3-oxazolidine was prepared. To 237 g (3.0 mole) of 2-amino-2-methyl-1-propanol, there was added approximately 750 ml of dry benzene containing 174 g (3.0 mole) of acetone. Isolated yield 57.0%. Starting materials: NC(CO)(C)C (2-amino-2-methyl-1-propanol), C1=CC=CC=C1 (benzene). Yields the product CC1(OCC(N1)(C)C)C (2,2,4,4-tetramethyl-1,3-oxazolidine). As a reaction SMILES: [NH2:1][C:2]([CH3:6])([CH3:5])[CH2:3][OH:4].[CH:7]1[CH:12]=CC=C[CH:8]=1>CC(C)=O>[CH3:8][C:7]1([CH3:12])[NH:1][C:2]([CH3:6])([CH3:5])[CH2:3][O:4]1. Solvent: CC(=O)C (acetone). Product: O=C(c1ccc(Oc2nccnc2C2=CCC(F)(F)CC2)cc1)c1nc2ccccc2[nH]1. Reaction SMILES: [CH3:49][O:50][CH2:51][CH2:52][O:53][CH3:54].[F:26][C:27]1([F:42])[CH2:28][CH:29]=[C:30]([B:33]2[O:34][C:35]([CH3:36])([CH3:37])[C:38]([CH3:39])([CH3:40])[O:41]2)[CH2:31][CH2:32]1.[Na+:43].[Na+:44].[O-:45][C:46](=[O:47])[O-:48].[OH2:55].[nH:1]1[c:2]([C:10](=[O:11])[c:12]2[cH:13][cH:14][c:15]([O:18][c:19]3[n:20][cH:21][cH:22][n:23][c:24]3[Cl:25])[cH:16][cH:17]2)[n:3][c:4]2[c:5]1[cH:6][cH:7][cH:8][cH:9]2>>[nH:1]1[c:2]([C:10](=[O:11])[c:12]2[cH:13][cH:14][c:15]([O:18][c:19]3[n:20][cH:21][cH:22][n:23][c:24]3[C:30]3=[CH:29][CH2:28][C:27]([F:26])([F:42])[CH2:32][CH2:31]3)[cH:16][cH:17]2)[n:3][c:4]2[c:5]1[cH:6][cH:7][cH:8][cH:9]2. Starting materials: COCCOC, CC1(C)OB(C2=CCC(F)(F)CC2)OC1(C)C, [Na+], [Na+], O=C([O-])[O-], O, O=C(c1ccc(Oc2nccnc2Cl)cc1)c1nc2ccccc2[nH]1. Starting materials: [H][H] (hydrogen), C(C1=CC=CC=C1)Cl (benzyl chloride), C(CCCCCC)C1=C(NC(=C(C1=O)I)C)C (3-heptyl-5-iodo-2,6-dimethylpyridin-4(1H)-one), [H-].[Na+] (NaH). Solvent: CN(C)C=O (DMF), O (water). Conditions: temperature 50 celsius. The product is C(C1=CC=CC=C1)OC1=C(C(=NC(=C1I)C)C)CCCCCCC (4-(benzyloxy)-3-heptyl-5-iodo-2,6-dimethylpyridine). Reaction SMILES: [CH2:1]([C:8]1[C:13](=[O:14])[C:12]([I:15])=[C:11]([CH3:16])[NH:10][C:9]=1[CH3:17])[CH2:2][CH2:3][CH2:4][CH2:5][CH2:6][CH3:7].[H-].[Na+].[H][H].[CH2:22](Cl)[C:23]1[CH:28]=[CH:27][CH:26]=[CH:25][CH:24]=1>CN(C=O)C.O>[CH2:22]([O:14][C:13]1[C:12]([I:15])=[C:11]([CH3:16])[N:10]=[C:9]([CH3:17])[C:8]=1[CH2:1][CH2:2][CH2:3][CH2:4][CH2:5][CH2:6][CH3:7])[C:23]1[CH:28]=[CH:27][CH:26]=[CH:25][CH:24]=1 |f:1.2|. Procedure details: Compound 5 (38 mg, 0.11 mmol) was added to a stirred suspension of oil-free NaH (5 mg, 0.11 mmol) in DMF (5 mL). When evolution of hydrogen ceased, benzyl chloride (14 mg, 0.11 mmol) was added and the mixture was heated at 50° C. for 4 h. The reaction mixture was added to water (5 mL), extracted with portions of ethyl ether. The combined organic phase was dried over anhydrous MgSO4 and concentrated under diminished pressure to afford a crude residue. Elution with 1:1 hexane/ethyl acetate gave 4-...